This data is from the Open Reaction Database (ORD), a public repository of structured organic reaction records. The task is: describe an organic reaction: reactants, conditions, products, and yield The reactants are C1(CC1)[C@]1(C(N[C@H](C1)C)=O)C#N ((3S,5S)-3-cyclopropyl-5-methyl-2-oxopyrrolidine-3-carbonitrile), ClC1=NC(=NC=C1)NC=1C=NN(C1)C(CO)(C)C (2-(4-((4-chloropyrimidin-2-yl)amino)-1H-pyrazol-1-yl)-2-methylpropan-1-ol), C([O-])([O-])=O.[K+].[K+] (potassium carbonate), C1(=CC=CC=C1)P(C1=CC=CC=2C(C3=CC=CC(=C3OC12)P(C1=CC=CC=C1)C1=CC=CC=C1)(C)C)C1=CC=CC=C1 (4,5-bis(diphenylphosphino)-9,9-dimethylxanthene). Reagents/catalysts: C=1C=CC(=CC1)/C=C/C(=O)/C=C/C2=CC=CC=C2.C=1C=CC(=CC1)/C=C/C(=O)/C=C/C2=CC=CC=C2.C=1C=CC(=CC1)/C=C/C(=O)/C=C/C2=CC=CC=C2.[Pd].[Pd] (tris(dibenzylideneacetone)dipalladium(0)). Run in C1(=CC=CC=C1)C (toluene). Run at temperature 85 celsius, time 8 hour. Product: Cl.C1(CC1)[C@]1(C(N([C@H](C1)C)C1=NC(=NC=C1)NC=1C=NN(C1)C(CO)(C)C)=O)C#N ((3S,5S)-3-cyclopropyl-1-(2-((1-(1-hydroxy-2-methylpropan-2-yl)-1H-pyrazol-4-yl)amino)pyrimidin-4-yl)-5-methyl-2-oxopyrrolidine-3-carbonitrile hydrochloride). Isolated yield 20.1%. As a reaction SMILES: [CH:1]1([C@:4]2([C:11]#[N:12])[CH2:8][C@H:7]([CH3:9])[NH:6][C:5]2=[O:10])[CH2:3][CH2:2]1.[Cl:13][C:14]1[CH:19]=[CH:18][N:17]=[C:16]([NH:20][C:21]2[CH:22]=[N:23][N:24]([C:26]([CH3:30])([CH3:29])[CH2:27][OH:28])[CH:25]=2)[N:15]=1.C(=O)([O-])[O-].[K+].[K+].C1(P(C2C=CC=CC=2)C2C3OC4C(=CC=CC=4P(C4C=CC=CC=4)C4C=CC=CC=4)C(C)(C)C=3C=CC=2)C=CC=CC=1>C1(C)C=CC=CC=1.C1C=CC(/C=C/C(/C=C/C2C=CC=CC=2)=O)=CC=1.C1C=CC(/C=C/C(/C=C/C2C=CC=CC=2)=O)=CC=1.C1C=CC(/C=C/C(/C=C/C2C=CC=CC=2)=O)=CC=1.[Pd].[Pd]>[ClH:13].[CH:1]1([C@:4]2([C:11]#[N:12])[CH2:8][C@H:7]([CH3:9])[N:6]([C:14]3[CH:19]=[CH:18][N:17]=[C:16]([NH:20][C:21]4[CH:22]=[N:23][N:24]([C:26]([CH3:30])([CH3:29])[CH2:27][OH:28])[CH:25]=4)[N:15]=3)[C:5]2=[O:10])[CH2:2][CH2:3]1 |f:2.3.4,7.8.9.10.11,12.13|. Procedure: To a mixture of (3S,5S)-3-cyclopropyl-5-methyl-2-oxopyrrolidine-3-carbonitrile (150 mg) obtained in Step B of Example 358, 2-(4-((4-chloropyrimidin-2-yl)amino)-1H-pyrazol-1-yl)-2-methylpropan-1-ol (200 mg) obtained in Step E of Example 347, potassium carbonate (210 mg) and 4,5-bis(diphenylphosphino)-9,9-dimethylxanthene (26 mg) in toluene (2.0 mL) was added tris(dibenzylideneacetone)dipalladium(0) (14 mg), and the mixture was stirred overnight at 85° C. The insoluble substance was removed by fil... Reactants: ClC=1C=CC(=C(C(=O)NC2=CC(=CC(=C2)C(F)(F)F)C(F)(F)F)C1)O (5-chloro-2-hydroxy-N-[3,5-bis(trifluoromethyl)phenyl]-benzamide), [H-].[Na+] (sodium hydride), O (water), C(C(C)(C)C)(=O)Cl (pivaloyl chloride). The solvent is O1CCCC1 (tetrahydrofuran), O1CCCC1 (tetrahydrofuran). Reaction conditions: time 5 minute. Yields the product ClC=1C=CC(=C(C(=O)NC2=CC(=CC(=C2)C(F)(F)F)C(F)(F)F)C1)OC(C(C)(C)C)=O (5-Chloro-2-pivaloyloxy-N-[3,5-bis(trifluoromethyl)phenyl]benzamide). Isolated yield 80.2%. As a reaction SMILES: [Cl:1][C:2]1[CH:3]=[CH:4][C:5]([OH:25])=[C:6]([CH:24]=1)[C:7]([NH:9][C:10]1[CH:15]=[C:14]([C:16]([F:19])([F:18])[F:17])[CH:13]=[C:12]([C:20]([F:23])([F:22])[F:21])[CH:11]=1)=[O:8].[H-].[Na+].[C:28](Cl)(=[O:33])[C:29]([CH3:32])([CH3:31])[CH3:30].O>O1CCCC1>[Cl:1][C:2]1[CH:3]=[CH:4][C:5]([O:25][C:28](=[O:33])[C:29]([CH3:32])([CH3:31])[CH3:30])=[C:6]([CH:24]=1)[C:7]([NH:9][C:10]1[CH:15]=[C:14]([C:16]([F:19])([F:18])[F:17])[CH:13]=[C:12]([C:20]([F:21])([F:22])[F:23])[CH:11]=1)=[O:8] |f:1.2|. Reported procedure: A solution of 5-chloro-2-hydroxy-N-[3,5-bis(trifluoromethyl)phenyl]-benzamide(0.20 g, 0.52 mmol) in tetrahydrofuran(3 mL) was added to a suspension of 60% sodium hydride(21.8 mg, 0.55 mmol) in tetrahydrofuran (3 mL) under ice bath, and the mixture was stirred for 5 minutes. Then, pivaloyl chloride(71 μ L, 0.57 mmol) was added and the mixture was stirred for 10 minutes. The reaction mixture was poured into water and extracted with ethyl acetate. After the ethyl acetate layer was washed successive... Starting materials: C(C)(=O)C=1C=C(NN1)C(=O)NN(CC1=CC=C(C=C1)C1=C(C=CC(=C1)Cl)F)C[C@H](C(=O)O)O ((R)-3-[N′-(5-Acetyl-2H-pyrazole-3-carbonyl)-N-(5′-chloro-2′-fluorobiphenyl-4-ylmethyl)hydrazino]-2-hydroxypropionic acid), C(Cl)Cl (DCM), FC(CO)(C)F (2,2-Difluoropropanol), C=1C=CC2=C(C1)N=NN2O (HOBt), C(CCl)Cl (EDC). Reaction conditions: time 10 minute. Yields the product FC(COC([C@@H](CN(NC(=O)C=1NN=C(C1)C(C)=O)CC1=CC=C(C=C1)C1=C(C=CC(=C1)Cl)F)O)=O)(C)F ((R)-3-[N′-(5-Acetyl-2H-pyrazole-3-carbonyl)-N-(5′-chloro-2′-fluorobiphenyl-4-ylmethyl)hydrazino]-2-hydroxypropionic Acid 2,2-Difluoropropyl Ester). Yield: 78.0%. As a reaction SMILES: [C:1]([C:4]1[CH:5]=[C:6]([C:9]([NH:11][N:12]([CH2:28][C@@H:29]([OH:33])[C:30]([OH:32])=[O:31])[CH2:13][C:14]2[CH:19]=[CH:18][C:17]([C:20]3[CH:25]=[C:24]([Cl:26])[CH:23]=[CH:22][C:21]=3[F:27])=[CH:16][CH:15]=2)=[O:10])[NH:7][N:8]=1)(=[O:3])[CH3:2].C1C=CC2N(O)N=NC=2C=1.C(Cl)CCl.C(Cl)Cl.[F:51][C:52]([F:56])([CH3:55])[CH2:53]O>>[F:51][C:52]([F:56])([CH3:55])[CH2:53][O:31][C:30](=[O:32])[C@H:29]([OH:33])[CH2:28][N:12]([CH2:13][C:14]1[CH:19]=[CH:18][C:17]([C:20]2[CH:25]=[C:24]([Cl:26])[CH:23]=[CH:22][C:21]=2[F:27])=[CH:16][CH:15]=1)[NH:11][C:9]([C:6]1[NH:7][N:8]=[C:4]([C:1](=[O:3])[CH3:2])[CH:5]=1)=[O:10]. Reported procedure: (R)-3-[N′-(5-Acetyl-2H-pyrazole-3-carbonyl)-N-(5′-chloro-2′-fluorobiphenyl-4-ylmethyl)hydrazino]-2-hydroxypropionic acid (15.0 mg, 32 μmol), HOBt (12.8 mg, 95 μmol) and EDC (16.8 μL, 95 μmol) were combined in DCM (121 μL, 1.9 mmol) and stirred for 10 minutes. 2,2-Difluoropropanol (24.3 mg, 253 μmol) was added and the resulting mixture was stirred at room temperature until the reaction was complete (≈48 hours). The mixture was evaporated under reduced pressure and the product was purified (revers... Starting materials: S(=O)(=O)(OC)OC (Dimethyl sulphate), OC12N(CCC=3C=CC=CC13)C(C1=CC(=C(C=C12)OC)OC)=O (12b-hydroxy-10,11-dimethoxy-5,6,8,12b-tetrahydroisoindolo[1,2-a]isoquinol-8-one). The solvent is CO (methanol). Yields the product COC1=CC(=C(C=C1OC)C1=NCCC2=CC=CC=C12)C(=O)OC (1-(4,5-Dimethoxy-2-methoxycarbonylphenyl)-3,4-dihydroisoquinoline). As a reaction SMILES: S([O:6][CH3:7])(OC)(=O)=O.O[C:9]12[C:25]3[C:20](=[CH:21][C:22]([O:28][CH3:29])=[C:23]([O:26][CH3:27])[CH:24]=3)[C:19](=[O:30])[N:10]1[CH2:11][CH2:12][C:13]1[CH:14]=[CH:15][CH:16]=[CH:17][C:18]=12>CO>[CH3:29][O:28][C:22]1[C:23]([O:26][CH3:27])=[CH:24][C:25]([C:9]2[C:18]3[C:13](=[CH:14][CH:15]=[CH:16][CH:17]=3)[CH2:12][CH2:11][N:10]=2)=[C:20]([C:19]([O:6][CH3:7])=[O:30])[CH:21]=1. Procedure details: Dimethyl sulphate (48 cc) is added to a suspension of 12b-hydroxy-10,11-dimethoxy-5,6,8,12b-tetrahydroisoindolo[1,2-a]isoquinol-8-one (80.65 g) in methanol (563 cc) and the reaction mixture is heated under reflux for 6 hours. After concentration to 100 cc and the successive addition of water (300 cc) and then of 10N sodium hydroxide (70 cc), the mixture is extracted three times with ethyl acetate (total 400 cc). The combined organic solutions are washed three times with distilled water (total 40... Reactants: CO, COC(=O)c1cc(O)cc(OC(C)C)c1, [Na+], [OH-]. The product is CC(C)Oc1cc(O)cc(C(=O)O)c1. RXN SMILES: [CH3:18][OH:19].[CH3:3][O:4][C:5]([c:6]1[cH:7][c:8]([O:13][CH:14]([CH3:15])[CH3:16])[cH:9][c:10]([OH:12])[cH:11]1)=[O:17].[Na+:2].[OH-:1]>>[O:4]=[C:5]([c:6]1[cH:7][c:8]([O:13][CH:14]([CH3:15])[CH3:16])[cH:9][c:10]([OH:12])[cH:11]1)[OH:17]. Starting materials: BrC1=C(C=CC(=C1)CC)N (2-bromo-4-ethylphenylamine), C(C(CO)O)O (propane-1,2,3-triol), FeSO4, [Na+].[N+](=O)([O-])C=1C=C(C=CC1)S(=O)(=O)[O-] (3-nitrobenzenesulfonic acid sodium salt), [OH-].[Na+] (NaOH). Solvent: CS(=O)(=O)O (methanesulfonic acid). Reaction conditions: temperature 135 celsius. The product is BrC=1C=C(C=C2C=CC=NC12)CC (8-Bromo-6-ethylquinoline). Yield: 68.8%. RXN SMILES: [Br:1][C:2]1[CH:7]=[C:6]([CH2:8][CH3:9])[CH:5]=[CH:4][C:3]=1[NH2:10].[CH2:11](O)[CH:12](O)[CH2:13]O.[Na+].[N+](C1C=C(S([O-])(=O)=O)C=CC=1)([O-])=O.[OH-].[Na+]>CS(O)(=O)=O>[Br:1][C:2]1[CH:7]=[C:6]([CH2:8][CH3:9])[CH:5]=[C:4]2[C:3]=1[N:10]=[CH:13][CH:12]=[CH:11]2 |f:2.3,4.5|. Procedure details: A mixture of 2-bromo-4-ethylphenylamine (1.6 g, 8.0 mmol), propane-1,2,3-triol (1.84 g, 2.5 equiv), FeSO4 (0.067 g, 0.30 equiv), 3-nitrobenzenesulfonic acid sodium salt (1.13 g, 0.63 equiv) in 4.5 mL of methanesulfonic acid was heated at 135° C. for 3 hours and then cooled to room temperature. 2 N Aqueous NaOH (˜40 mL) was added and the mixture was extracted with EtOAc (3×50 mL). The organic layer was washed with saturated aqueous NaHCO3 (200 mL) and brine (200 mL), dried over magnesium sulfate ...